This data is from the Open Reaction Database (ORD), a public repository of structured organic reaction records. The task is: describe an organic reaction: reactants, conditions, products, and yield Product: O1C(OCC1)C1=C(C=CC=C1)P(C1=CC=CC=C1)(C1=CC=CC=C1)=O ([2-(1,3-dioxolan-2-yl)phenyl]diphenylphosphine oxide). Procedure: A solution of 45.8 g of the preceding compound in 125 ml of ether was added dropwise to 5.5 g of magnesium in 150 ml of ether. The mixture was stirred and heated under argon with a few iodine crystals then agitated by sonication for 18 hours. The ether was boiled off and replaced with 150 ml of tetrahydrofuran. The mixture was heated to 50° C. and remained exothermic to completion. After 3 hours the mixture was cooled in an ice bath and 36 ml of diphenylphosphine chloride diluted with 12 ml of d... The reactants are BrC1=C(C=CC=C1)C1OCCO1 (2-(2-bromophenyl)-1,3-dioxolane), preceding compound, [Mg] (magnesium), CCOCC (ether), CCOCC (ether), concentrated solution, [Cl-].[NH4+] (ammonium chloride), II (iodine crystals), [Cl-].C1(=CC=CC=C1)PC1=CC=CC=C1 (diphenylphosphine chloride). Reaction SMILES: [Mg].II.Br[C:5]1[CH:10]=[CH:9][CH:8]=[CH:7][C:6]=1[CH:11]1[O:15][CH2:14][CH2:13][O:12]1.[Cl-].[C:17]1([PH:23][C:24]2[CH:29]=[CH:28][CH:27]=[CH:26][CH:25]=2)[CH:22]=[CH:21][CH:20]=[CH:19][CH:18]=1.[Cl-].[NH4+].CC[O:34]CC>O1CCCC1>[O:12]1[CH2:13][CH2:14][O:15][CH:11]1[C:6]1[CH:7]=[CH:8][CH:9]=[CH:10][C:5]=1[P:23](=[O:34])([C:17]1[CH:18]=[CH:19][CH:20]=[CH:21][CH:22]=1)[C:24]1[CH:25]=[CH:26][CH:27]=[CH:28][CH:29]=1 |f:3.4,5.6|. The solvent is O1CCCC1 (tetrahydrofuran), O1CCCC1 (tetrahydrofuran). Conditions: temperature 50 celsius. Reactants: Br (hydrogen bromide), S1C(NC(C1)=O)=O (2,4-Thiazolidinedione), P(=O)(Br)(Br)Br (phosphorus oxybromide), ice, CN(C=O)C (N,N-dimethylformamide). Run in C(Cl)Cl (DCM). The product is BrC=1SC(=C(N1)Br)C=O (2,4-dibromo-thiazole-5-carbaldehyde). Isolated yield 30.9%. RXN SMILES: [S:1]1[CH2:5][C:4](=O)[NH:3][C:2]1=O.P(Br)(Br)([Br:10])=O.CN(C)[CH:15]=[O:16].[BrH:18]>C(Cl)Cl>[Br:18][C:2]1[S:1][C:5]([CH:15]=[O:16])=[C:4]([Br:10])[N:3]=1. Procedure details: 2,4-Thiazolidinedione (3.50 g, 0.0299 mol) and phosphorus oxybromide (42.76 g, 0.1491 mol) were placed into a two-neck round bottomed flask and the solid mixture was well mixed. The flask was evacuated and filled with argon. N,N-dimethylformamide (2.54 mL, 0.0329 mol) was added via syringe with hand shaking of the flask at the sametime. The mixture was stirred at rt for 2 hours and then heated slowly to 105° C., until the evolution of hydrogen bromide had ceased, (approximately 4 h). The reactio... Reactants: CNCCNC, Cc1nc(Cl)c2nc(-c3ccccc3)cc-2[nH]1, [K+], [K+], O=C([O-])[O-], O. Yields the product CNCCN(C)c1nc(C)[nH]c2cc(-c3ccccc3)nc1-2. Reaction SMILES: [CH3:18][NH:19][CH2:20][CH2:21][NH:22][CH3:23].[Cl:1][c:2]1[c:3]2[n:11][c:10](-[c:12]3[cH:13][cH:14][cH:15][cH:16][cH:17]3)[cH:9][c:4]-2[nH:5][c:6]([CH3:8])[n:7]1.[K+:24].[K+:25].[O-:26][C:27]([O-:28])=[O:29].[OH2:30]>>[c:2]1([N:19]([CH3:18])[CH2:20][CH2:21][NH:22][CH3:23])[c:3]2[n:11][c:10](-[c:12]3[cH:13][cH:14][cH:15][cH:16][cH:17]3)[cH:9][c:4]-2[nH:5][c:6]([CH3:8])[n:7]1. Reactants: BrCc1ccccc1, O=C([O-])[O-], CN(C)C=O, [K+], [K+], CC(C)c1ccc(C=O)c(O)c1. Yields the product CC(C)c1ccc(C=O)c(OCc2ccccc2)c1. RXN SMILES: [Br:19][CH2:20][c:21]1[cH:22][cH:23][cH:24][cH:25][cH:26]1.[C:13](=[O:14])([O-:15])[O-:16].[CH3:27][N:28]([CH3:29])[CH:30]=[O:31].[K+:17].[K+:18].[OH:1][c:2]1[c:3]([CH:4]=[O:5])[cH:6][cH:7][c:8]([CH:10]([CH3:11])[CH3:12])[cH:9]1>>[O:1]([c:2]1[c:3]([CH:4]=[O:5])[cH:6][cH:7][c:8]([CH:10]([CH3:11])[CH3:12])[cH:9]1)[CH2:20][c:21]1[cH:22][cH:23][cH:24][cH:25][cH:26]1.